describe an organic reaction: reactants, conditions, products, and yield From a dataset of the Open Reaction Database (ORD), a public repository of structured organic reaction records. The reactants are O.NN (hydrazine hydrate), C(#N)C(C(=O)N)=C(SC)SC (2-cyano-3,3-bis(methylthio)acrylamide), amide, NC=1C=C(C(=O)OCC)C=CC1 (Ethyl 3-aminobenzoate). The solvent is CCO (EtOH). Reaction conditions: temperature 75 celsius. The product is NC1=C(C(=NN1)NC=1C=C(C(=O)OCC)C=CC1)C(N)=O (ethyl 3-((5-amino-4-carbamoyl-1H-pyrazol-3-yl)amino)benzoate). RXN SMILES: [C:1]([C:3](=[C:7](SC)SC)[C:4]([NH2:6])=[O:5])#[N:2].[NH2:12][C:13]1[CH:14]=[C:15]([CH:21]=[CH:22][CH:23]=1)[C:16]([O:18][CH2:19][CH3:20])=[O:17].O.[NH2:25][NH2:26]>CCO>[NH2:2][C:1]1[NH:26][N:25]=[C:7]([NH:12][C:13]2[CH:14]=[C:15]([CH:21]=[CH:22][CH:23]=2)[C:16]([O:18][CH2:19][CH3:20])=[O:17])[C:3]=1[C:4](=[O:5])[NH2:6] |f:2.3|. Procedure: Dissolved 0.500 g 2-cyano-3,3-bis(methylthio)acrylamide in 15 mL EtOH and added Ethyl 3-aminobenzoate (1.0 eq.). Stirred reaction at 75° C. until starting amide was absent by HPLC. Once complete (18 hrs), reaction was brought to room temperature and filtered to obtain a light yellow powder as product. Product was allowed to dry under vacuum for 1 hr. Product was then suspended in 10 mL EtOH and hydrazine hydrate (1 eq.) was added dropwise. Reaction was heated at 75° C. until intermediate was abs... The reactants are CCN=C=NCCCN(C)C, CN(C)C=O, Cl, O, O, On1nnc2ccccc21, O=C(O)CCc1cnoc1-c1ccccc1, Nc1ccc(-n2ccnc2)cc1. The product is O=C(CCc1cnoc1-c1ccccc1)Nc1ccc(-n2ccnc2)cc1. RXN SMILES: [CH2:41]([N:42]=[C:43]=[N:44][CH2:45][CH2:46][CH2:47][N:48]([CH3:49])[CH3:50])[CH3:51].[CH3:53][N:54]([CH3:55])[CH:56]=[O:57].[ClH:40].[OH2:29].[OH2:52].[OH:30][n:31]1[c:32]2[cH:33][cH:34][cH:35][cH:36][c:37]2[n:38][n:39]1.[c:13]1(-[c:19]2[c:20]([CH2:24][CH2:25][C:26](=[O:27])[OH:28])[cH:21][n:22][o:23]2)[cH:14][cH:15][cH:16][cH:17][cH:18]1.[n:1]1(-[c:6]2[cH:7][cH:8][c:9]([NH2:10])[cH:11][cH:12]2)[cH:2][n:3][cH:4][cH:5]1>>[n:1]1(-[c:6]2[cH:7][cH:8][c:9]([NH:10][C:26]([CH2:25][CH2:24][c:20]3[c:19](-[c:13]4[cH:14][cH:15][cH:16][cH:17][cH:18]4)[o:23][n:22][cH:21]3)=[O:27])[cH:11][cH:12]2)[cH:2][n:3][cH:4][cH:5]1. Reactants: ClCC1=NC=CC=C1 (2-(chloromethyl)pyridine), C[O-].[Na+] (sodium methoxide). The product is COCC1=NC=CC=C1 (2-(methoxymethyl)pyridine). As a reaction SMILES: Cl[CH2:2][C:3]1[CH:8]=[CH:7][CH:6]=[CH:5][N:4]=1.[CH3:9][O-:10].[Na+]>>[CH3:9][O:10][CH2:2][C:3]1[CH:8]=[CH:7][CH:6]=[CH:5][N:4]=1 |f:1.2|. Reported procedure: Alternatively, 0.1 mole of 2-(chloromethyl)pyridine and 0.11 mole of sodium methoxide are used in the above procedure to give 2-(methoxymethyl)pyridine. Product: CC(NC(=O)c1cc(-c2cc(C(C)(N)Cc3ccccc3)no2)cc(N(C)S(C)(=O)=O)c1)c1ccc(F)cc1, O=C(O)C(F)(F)F. Reaction SMILES: [CH3:1][N:2]([S:3](=[O:4])(=[O:5])[CH3:6])[c:7]1[cH:8][c:9]([C:10](=[O:11])[NH:12][CH:13]([CH3:14])[c:15]2[cH:16][cH:17][c:18]([F:21])[cH:19][cH:20]2)[cH:22][c:23](-[c:25]2[cH:26][c:27]([C:30]([CH2:31][c:32]3[cH:33][cH:34][cH:35][cH:36][cH:37]3)([CH3:38])[NH:39][C:40]([O:41][C:42]([CH3:43])([CH3:44])[CH3:45])=[O:46])[n:28][o:29]2)[cH:24]1.[Cl:54][CH2:55][Cl:56].[F:47][C:48]([C:49](=[O:50])[OH:51])([F:52])[F:53]>>[CH3:1][N:2]([S:3](=[O:4])(=[O:5])[CH3:6])[c:7]1[cH:8][c:9]([C:10](=[O:11])[NH:12][CH:13]([CH3:14])[c:15]2[cH:16][cH:17][c:18]([F:21])[cH:19][cH:20]2)[cH:22][c:23](-[c:25]2[cH:26][c:27]([C:30]([CH2:31][c:32]3[cH:33][cH:34][cH:35][cH:36][cH:37]3)([CH3:38])[NH2:39])[n:28][o:29]2)[cH:24]1.[F:47][C:48]([C:49](=[O:50])[OH:51])([F:52])[F:53]. The reactants are CC(NC(=O)c1cc(-c2cc(C(C)(Cc3ccccc3)NC(=O)OC(C)(C)C)no2)cc(N(C)S(C)(=O)=O)c1)c1ccc(F)cc1, ClCCl, O=C(O)C(F)(F)F. Reactants: ClC1(C(NC2=CC=C(C=C12)Cl)=O)C1=C(C=CC=C1)OC (3,5-dichloro-3-(2-methoxyphenyl)-1,3-dihydro-2H-indol-2-one), FC(C(=O)O)(F)F.N[C@H](C(=O)N(C)C)CC1=CC=CC=C1 ((2S)-2-amino-N,N-dimethyl-3-phenylpropanamide trifluoroacetate). The product is ClC=1C=C2C(C(NC2=CC1)=O)(C1=C(C=CC=C1)OC)N[C@H](C(=O)N(C)C)CC1=CC=CC=C1 ((2S)-2-{[5-chloro-3-(2-methoxyphenyl)-2-oxo-2,3-dihydro-1H-indol-3-yl]amino}-N,N-dimethyl-3-phenylpropanamide). RXN SMILES: Cl[C:2]1([C:13]2[CH:18]=[CH:17][CH:16]=[CH:15][C:14]=2[O:19][CH3:20])[C:10]2[C:5](=[CH:6][CH:7]=[C:8]([Cl:11])[CH:9]=2)[NH:4][C:3]1=[O:12].FC(F)(F)C(O)=O.[NH2:28][C@@H:29]([CH2:35][C:36]1[CH:41]=[CH:40][CH:39]=[CH:38][CH:37]=1)[C:30]([N:32]([CH3:34])[CH3:33])=[O:31]>>[Cl:11][C:8]1[CH:9]=[C:10]2[C:5](=[CH:6][CH:7]=1)[NH:4][C:3](=[O:12])[C:2]2([NH:28][C@@H:29]([CH2:35][C:36]1[CH:37]=[CH:38][CH:39]=[CH:40][CH:41]=1)[C:30]([N:32]([CH3:34])[CH3:33])=[O:31])[C:13]1[CH:18]=[CH:17][CH:16]=[CH:15][C:14]=1[O:19][CH3:20] |f:1.2|. Reported procedure: With 3.90 g of 3,5-dichloro-3-(2-methoxyphenyl)-1,3-dihydro-2H-indol-2-one and the compound obtained in Step 64-2 (16.8 mmol, crude form) as starting material, respectively 1.91 g (Isomer A, colorless powder) and 2.99 g (Isomer B, colorless amorphous) of two species of diastereoisomers of the title compound were obtained by a similar method to Step 4-2.